Dataset: the Open Reaction Database (ORD), a public repository of structured organic reaction records. Task: describe an organic reaction: reactants, conditions, products, and yield The reactants are [Si](C)(C)(C(C)(C)C)OCC=1C=C(CCN)C=CC1Cl ([3-({[tert-butyl(dimethyl)silyl]oxy}methyl)-4-chlorobenzyl]methylamine), C(C)(=O)OC(C)=O (acetic anhydride), N1=CC=CC=C1 (pyridine). Conditions: time 3 hour. Yields the product [Si](C)(C)(C(C)(C)C)OCC=1C=C(CN(C(C)=O)C)C=CC1Cl (N-[3-({[tert-Butyl(dimethyl)silyl]oxy}methyl)-4-chlorobenzyl]-N-methylacetamide). RXN SMILES: [Si:1]([O:8][CH2:9][C:10]1[CH:11]=[C:12]([CH:16]=[CH:17][C:18]=1[Cl:19])[CH2:13]CN)([C:4]([CH3:7])([CH3:6])[CH3:5])([CH3:3])[CH3:2].[C:20]([O:23]C(=O)C)(=O)[CH3:21].[N:27]1C=CC=C[CH:28]=1>>[Si:1]([O:8][CH2:9][C:10]1[CH:11]=[C:12]([CH:16]=[CH:17][C:18]=1[Cl:19])[CH2:13][N:27]([CH3:28])[C:20](=[O:23])[CH3:21])([C:4]([CH3:5])([CH3:6])[CH3:7])([CH3:2])[CH3:3]. Procedure details: To a solution of [3-({[tert-butyl(dimethyl)silyl]oxy}methyl)-4-chlorobenzyl]methylamine from the previous step (1 eq.) in pyridine (0.09 M) was added acetic anhydride (1.1 eq.) The resulting reaction mixture was stirred at RT for 3 h. After quenching the reaction with H2O, the mixture was extracted with EtOAc. The combined organic extracts were washed with 10% aq. HCl, sat. aq. NaHCO3, and brine. Drying over Na2SO4, filtration and concentration of the filtrate in vacuo afforded the crude product...